Dataset: the Open Reaction Database (ORD), a public repository of structured organic reaction records. Task: describe an organic reaction: reactants, conditions, products, and yield Reactants: ClCCl (dichloromethane), O.C1(=CC(O)=CC(C)=C1)O (orcinol monohydrate), Cl.N1=CC(=CC=C1)S(=O)(=O)Cl (3-pyridylsulfonyl chloride hydrochloride). Solvent: C([O-])(O)=O.[Na+] (sodium bicarbonate). Product: CC=1C=C(C=C(C1)O)OS(=O)(=O)C=1C=NC=CC1 (5-Methyl-3-(3-pyridinylsulfonyloxy)phenol). The yield is 58.1%. As a reaction SMILES: O.[C:2]1([OH:10])[CH:9]=[C:7]([CH3:8])[CH:6]=[C:4]([OH:5])[CH:3]=1.Cl.[N:12]1[CH:17]=[CH:16][CH:15]=[C:14]([S:18](Cl)(=[O:20])=[O:19])[CH:13]=1.ClCCl>C(=O)(O)[O-].[Na+]>[CH3:8][C:7]1[CH:9]=[C:2]([O:10][S:18]([C:14]2[CH:13]=[N:12][CH:17]=[CH:16][CH:15]=2)(=[O:20])=[O:19])[CH:3]=[C:4]([OH:5])[CH:6]=1 |f:0.1,2.3,5.6|. Procedure: A mixture of orcinol monohydrate (1.42 g, 0.01 mol) and 3-pyridylsulfonyl chloride hydrochloride (2.13 g, 0.01 mol), as prepared in J. Am. Chem. Soc., 114:4889 (1992), in saturated aqueous sodium bicarbonate (17.5 mL) and dichloromethane (50 mL) was stirred rapidly at ambient temperature for 2 days. The dichloromethane was separated and the aqueous layer was extracted with ethyl acetate (3×25 mL). The ethyl acetate and dichloromethane extracts were combined and washed with brine, dried over anhy... The reactants are C(CCC)[SnH](CCCC)CCCC (Tributyltin hydride), C(CCC)[Li] (n-Butyllithium), CCCCCC (hexane), C(C)(C)NC(C)C (diisopropylamine), ClC1=NC(=NC(=C1)Cl)C (4,6-dichloro-2-methylpyrimidine). Run in C1CCOC1 (THF), C1CCOC1 (THF). Conditions: temperature 0 celsius, time 15 minute. Product: ClC1=NC(=NC(=C1)[Sn](CCCC)(CCCC)CCCC)C (4-chloro-2-methyl-6-(tributylstannyl)pyrimidine). Reaction SMILES: C([Li])CCC.CCCCCC.C(NC(C)C)(C)C.[CH2:19]([SnH:23]([CH2:28][CH2:29][CH2:30][CH3:31])[CH2:24][CH2:25][CH2:26][CH3:27])[CH2:20][CH2:21][CH3:22].[Cl:32][C:33]1[CH:38]=[C:37](Cl)[N:36]=[C:35]([CH3:40])[N:34]=1>C1COCC1>[Cl:32][C:33]1[CH:38]=[C:37]([Sn:23]([CH2:19][CH2:20][CH2:21][CH3:22])([CH2:24][CH2:25][CH2:26][CH3:27])[CH2:28][CH2:29][CH2:30][CH3:31])[N:36]=[C:35]([CH3:40])[N:34]=1. Procedure details: n-Butyllithium solution, 1.6 M in hexane (0.184 mL, 2.200 mmol, Aldrich, St. Louis, Mo.) was added to a solution of diisopropylamine (0.314 mL, 2.200 mmol) in THF (5 mL) at 0° C. The reaction mixture was stirred at 0° C. for 15 min. Tributyltin hydride (0.527 mL, 2.000 mmol, Aldrich, St. Louis, Mo.) was added dropwisely. The solution was stirred at 0° C. for 15 min. The mixture was cooled down to −78° C., 4,6-dichloro-2-methylpyrimidine (326 mg, 2.000 mmol, Aldrich, St. Louis, Mo.) in THF (2 mL)... Starting materials: ClC1=C(C(=NC2=CC=CC(=C12)F)C1=NC=CC=C1)C (4-chloro-5-fluoro-3-methyl-2-(pyridin-2-yl)-quinoline), CS(=O)(=O)C1=C(N)C=C(C=C1)N1CCOCC1 (2-(methylsulfonyl)-5-morpholinoaniline), CC(C)([O-])C.[Na+] (sodium tert-butoxide), C1(=CC=CC=C1)C (toluene), crude residue. Reagents/catalysts: CC(C)C1=CC(=C(C(=C1)C(C)C)C2=CC=CC=C2P(C3CCCCC3)C4CCCCC4)C(C)C.C1=CC=C([C-]=C1)CCN.Cl[Pd+] (XPhos precatalyst). Solvent: CCOC(=O)C (EtOAc). Conditions: temperature 90 celsius, time 2 hour. The product is FC1=C2C(=C(C(=NC2=CC=C1)C1=NC=CC=C1)C)NC1=C(C=CC(=C1)N1CCOCC1)S(=O)(=O)C (5-fluoro-3-methyl-N-(2-(methylsulfonyl)-5-morpholinophenyl)-2-(pyridin-2-yl)quinolin-4-amine). RXN SMILES: Cl[C:2]1[C:11]2[C:6](=[CH:7][CH:8]=[CH:9][C:10]=2[F:12])[N:5]=[C:4]([C:13]2[CH:18]=[CH:17][CH:16]=[CH:15][N:14]=2)[C:3]=1[CH3:19].[CH3:20][S:21]([C:24]1[CH:30]=[CH:29][C:28]([N:31]2[CH2:36][CH2:35][O:34][CH2:33][CH2:32]2)=[CH:27][C:25]=1[NH2:26])(=[O:23])=[O:22].CC(C)([O-])C.[Na+].C1(C)C=CC=CC=1>CC(C1C=C(C(C)C)C(C2C(P(C3CCCCC3)C3CCCCC3)=CC=CC=2)=C(C(C)C)C=1)C.C1C=[C-]C(CCN)=CC=1.Cl[Pd+].CCOC(C)=O>[F:12][C:10]1[CH:9]=[CH:8][CH:7]=[C:6]2[C:11]=1[C:2]([NH:26][C:25]1[CH:27]=[C:28]([N:31]3[CH2:32][CH2:33][O:34][CH2:35][CH2:36]3)[CH:29]=[CH:30][C:24]=1[S:21]([CH3:20])(=[O:23])=[O:22])=[C:3]([CH3:19])[C:4]([C:13]1[CH:18]=[CH:17][CH:16]=[CH:15][N:14]=1)=[N:5]2 |f:2.3,5.6.7|. Procedure details: A screw-cap vial was charged with 4-chloro-5-fluoro-3-methyl-2-(pyridin-2-yl)-quinoline (50 mg, 0.18 mmol), 2-(methylsulfonyl)-5-morpholinoaniline (47.0 mg, 0.18 mmol), XPhos precatalyst (CAS 1028206-56-5; 27.1 mg, 0.037 mmol), sodium tert-butoxide (44.1 mg, 0.46 mmol), and toluene (1.8 mL). The mixture was stirred at 90° C. for 2 h, then cond. The crude residue was dissolved in EtOAc, washed with water, and the organic layer was dried over magnesium sulfate and cond. The crude product was purif... Starting materials: [BH3-]C#N, CCCCP(=O)(CCCN)OCC, CC(=O)O, CO, O=Cc1ccc(Cl)cc1, [Na+]. Yields the product CCCCP(=O)(CCCNCc1ccc(Cl)cc1)OCC. As a reaction SMILES: [C:27]([BH3-:28])#[N:29].[CH2:1]([CH3:2])[O:3][P:4](=[O:5])([CH2:6][CH2:7][CH2:8][CH3:9])[CH2:10][CH2:11][CH2:12][NH2:13].[CH3:23][C:24](=[O:25])[OH:26].[CH3:31][OH:32].[Cl:14][c:15]1[cH:16][cH:17][c:18]([CH:19]=[O:20])[cH:21][cH:22]1.[Na+:30]>>[CH2:1]([CH3:2])[O:3][P:4](=[O:5])([CH2:6][CH2:7][CH2:8][CH3:9])[CH2:10][CH2:11][CH2:12][NH:13][CH2:19][c:18]1[cH:17][cH:16][c:15]([Cl:14])[cH:22][cH:21]1. Reactants: C1(=CC=CC=C1)P(C1=CC=CC=C1)C1=CC=CC=C1 (triphenylphosphine), C(=O)([O-])[O-].[K+].[K+] (K2CO3), C(C)OC(C1=CC(=NC(=C1)C)Cl)=O (2-chloro-6-methylisonicotinic acid ethyl ester), N#N (N2). The reagents and catalysts are C=1C=CC(=CC1)[P](C=2C=CC=CC2)(C=3C=CC=CC3)[Pd]([P](C=4C=CC=CC4)(C=5C=CC=CC5)C=6C=CC=CC6)([P](C=7C=CC=CC7)(C=8C=CC=CC8)C=9C=CC=CC9)[P](C=1C=CC=CC1)(C=1C=CC=CC1)C=1C=CC=CC1 (Pd(PPh3)4). Solvent: COCCOC (DME), CC(OCC)=O (EA). Run at temperature 100 celsius, time 20 hour. The product is C(C)OC(C1=CC(=NC(=C1)C=C(C)C)C)=O (2-methyl-6-(2-methyl-propenyl)-isonicotinic acid ethyl ester). As a reaction SMILES: [CH2:1]([O:3][C:4](=[O:13])[C:5]1[CH:10]=[C:9]([CH3:11])[N:8]=[C:7](Cl)[CH:6]=1)[CH3:2].[C:14]1(P(C2C=CC=CC=2)C2C=CC=CC=2)[CH:19]=CC=C[CH:15]=1.[C:33]([O-])([O-])=O.[K+].[K+].N#N>COCCOC.CC(=O)OCC.C1C=CC([P]([Pd]([P](C2C=CC=CC=2)(C2C=CC=CC=2)C2C=CC=CC=2)([P](C2C=CC=CC=2)(C2C=CC=CC=2)C2C=CC=CC=2)[P](C2C=CC=CC=2)(C2C=CC=CC=2)C2C=CC=CC=2)(C2C=CC=CC=2)C2C=CC=CC=2)=CC=1>[CH2:1]([O:3][C:4](=[O:13])[C:5]1[CH:10]=[C:9]([CH:11]=[C:14]([CH3:19])[CH3:15])[N:8]=[C:7]([CH3:33])[CH:6]=1)[CH3:2] |f:2.3.4,^1:56,58,77,96|. Procedure details: To a solution of 2-chloro-6-methylisonicotinic acid ethyl ester (9.92 g, 49.7 mmol), 2,4,6-tris-(2-methyl-propenyl)-cycloboroxane pyridine complex (13.0 g, 49.7 mmol, prepared in analogy to a procedure given by F. Kerins, D. F. O'Shea J. Org. Chem. 67 (2002) 4968-4971), and triphenylphosphine (1.39 g, 8.60 mmol) in DME (120 mL), a solution of 2 M aq. K2CO3 (40 mL) is added. The mixture is degassed and flushed with N2 before Pd(PPh3)4 (580 mg, 0.793 mmol) is added. The mixture is stirred at 100° ... Reactants: CC1CCCCC1N, O=C1C2=C(CCCC2)C(=O)N1c1cc(OC2CCCC2)c(Cl)cc1F, c1ccccc1. Yields the product CC1CCCCC1NC(=O)C1=C(C(=O)Nc2cc(OC3CCCC3)c(Cl)cc2F)CCCC1. Reaction SMILES: [CH3:26][CH:27]1[CH:28]([NH2:33])[CH2:29][CH2:30][CH2:31][CH2:32]1.[F:1][c:2]1[c:3]([N:15]2[C:16](=[O:25])[C:17]3=[C:18]([C:19]2=[O:20])[CH2:21][CH2:22][CH2:23][CH2:24]3)[cH:4][c:5]([O:9][CH:10]2[CH2:11][CH2:12][CH2:13][CH2:14]2)[c:6]([Cl:8])[cH:7]1.[cH:34]1[cH:35][cH:36][cH:37][cH:38][cH:39]1>>[F:1][c:2]1[c:3]([NH:15][C:16]([C:17]2=[C:18]([C:19](=[O:20])[NH:33][CH:28]3[CH:27]([CH3:26])[CH2:32][CH2:31][CH2:30][CH2:29]3)[CH2:21][CH2:22][CH2:23][CH2:24]2)=[O:25])[cH:4][c:5]([O:9][CH:10]2[CH2:11][CH2:12][CH2:13][CH2:14]2)[c:6]([Cl:8])[cH:7]1. The reactants are [Si](C)(C)(C(C)(C)C)OC[C@@]1(CC=2N(CCS1)C(=NN2)C2(CC2)C2=CC=C(C=C2)Cl)C ((8S)-8-({[t-Butyl(dimethyl)silyl]oxy}methyl)-3-[1-(4-chlorophenyl)cyclopropyl]-8-methyl-5,6,8,9-tetrahydro[1,2,4]triazolo[4,3-d][1,4]thiazepine), N1=CC(=CC=C1)B(O)O (3-pyridylboronic acid), C1(CCCCC1)P(C1CCCCC1)C1CCCCC1 (tricyclohexylphosphine), P(=O)([O-])([O-])[O-].[K+].[K+].[K+] (tripotassium phosphate). Reagents/catalysts: C=1C=CC(=CC1)/C=C/C(=O)/C=C/C2=CC=CC=C2.C=1C=CC(=CC1)/C=C/C(=O)/C=C/C2=CC=CC=C2.C=1C=CC(=CC1)/C=C/C(=O)/C=C/C2=CC=CC=C2.[Pd].[Pd] (tris(dibenzylideneacetone)dipalladium). The solvent is O1CCOCC1 (1,4-dioxane), O (water), C(Cl)Cl (methylene chloride). Reaction conditions: temperature 140 celsius, time 2 hour. Yields the product [Si](C)(C)(C(C)(C)C)OC[C@@]1(CC=2N(CCS1)C(=NN2)C2(CC2)C2=CC=C(C=C2)C=2C=NC=CC2)C ((8S)-8-({[t-Butyl(dimethyl)silyl]oxy}methyl)-8-methyl-3-[1-(4-pyridin-3-ylphenyl)cyclopropyl]-5,6,8,9-tetrahydro[1,2,4]triazolo[4,3-d][1,4]thiazepine). Yield: 94.4%. RXN SMILES: [Si:1]([O:8][CH2:9][C@@:10]1([CH3:30])[S:16][CH2:15][CH2:14][N:13]2[C:17]([C:20]3([C:23]4[CH:28]=[CH:27][C:26](Cl)=[CH:25][CH:24]=4)[CH2:22][CH2:21]3)=[N:18][N:19]=[C:12]2[CH2:11]1)([C:4]([CH3:7])([CH3:6])[CH3:5])([CH3:3])[CH3:2].[N:31]1[CH:36]=[CH:35][CH:34]=[C:33](B(O)O)[CH:32]=1.C1(P(C2CCCCC2)C2CCCCC2)CCCCC1.P([O-])([O-])([O-])=O.[K+].[K+].[K+]>O1CCOCC1.O.C(Cl)Cl.C1C=CC(/C=C/C(/C=C/C2C=CC=CC=2)=O)=CC=1.C1C=CC(/C=C/C(/C=C/C2C=CC=CC=2)=O)=CC=1.C1C=CC(/C=C/C(/C=C/C2C=CC=CC=2)=O)=CC=1.[Pd].[Pd]>[Si:1]([O:8][CH2:9][C@@:10]1([CH3:30])[S:16][CH2:15][CH2:14][N:13]2[C:17]([C:20]3([C:23]4[CH:28]=[CH:27][C:26]([C:33]5[CH:32]=[N:31][CH:36]=[CH:35][CH:34]=5)=[CH:25][CH:24]=4)[CH2:22][CH2:21]3)=[N:18][N:19]=[C:12]2[CH2:11]1)([C:4]([CH3:7])([CH3:6])[CH3:5])([CH3:3])[CH3:2] |f:3.4.5.6,10.11.12.13.14|. Procedure details: The compound (105 mg, 0.23 mmol) obtained in Example 3-2), 3-pyridylboronic acid (31 mg, 0.25 mmol), tris(dibenzylideneacetone)dipalladium (11 mg, 0.01 mmol), tricyclohexylphosphine (8 mg, 0.03 mmol), and tripotassium phosphate (84 mg, 0.38 mmol) were dissolved in a mixed solvent of 1,4-dioxane (2 mL) and water (1 mL), and the mixture was stirred at 140° C. for 2 h under microwave irradiation. The reaction mixture was cooled to room temperature, then diluted with methylene chloride (20 mL), and ... Reactants: Cc1ccc(Br)cc1N, O=C([O-])[O-], C1CCOC1, CC1(C)OB(c2ccc(F)cc2)OC1(C)C, [Cs+], [Cs+]. Yields the product Cc1ccc(-c2ccc(F)cc2)cc1N. As a reaction SMILES: [Br:17][c:18]1[cH:19][cH:20][c:21]([CH3:25])[c:22]([NH2:23])[cH:24]1.[C:26](=[O:27])([O-:28])[O-:29].[CH2:32]1[O:33][CH2:34][CH2:35][CH2:36]1.[CH3:1][C:2]1([CH3:3])[C:4]([CH3:5])([CH3:6])[O:7][B:8]([c:9]2[cH:10][cH:11][c:12]([F:15])[cH:13][cH:14]2)[O:16]1.[Cs+:30].[Cs+:31]>>[c:9]1(-[c:18]2[cH:19][cH:20][c:21]([CH3:25])[c:22]([NH2:23])[cH:24]2)[cH:10][cH:11][c:12]([F:15])[cH:13][cH:14]1.